From a dataset of the Open Reaction Database (ORD), a public repository of structured organic reaction records. describe an organic reaction: reactants, conditions, products, and yield The reactants are CO, CC12CCC3C(CC(=O)C4CC(OC=O)CCC43C)C1CCC2=O, Cl, [K+], [K+], O=C([O-])[O-]. The product is CC12CCC3C(CC(=O)C4CC(O)CCC43C)C1CCC2=O. As a reaction SMILES: [CH3:32][OH:33].[CH:1](=[O:2])[O:3][CH:4]1[CH2:5][CH:6]2[C:7](=[O:24])[CH2:8][CH:9]3[CH:10]4[CH2:11][CH2:12][C:13](=[O:23])[C:14]4([CH3:15])[CH2:16][CH2:17][CH:18]3[C:19]2([CH3:22])[CH2:20][CH2:21]1.[ClH:31].[K+:25].[K+:26].[O-:27][C:28]([O-:29])=[O:30]>>[OH:3][CH:4]1[CH2:5][CH:6]2[C:7](=[O:24])[CH2:8][CH:9]3[CH:10]4[CH2:11][CH2:12][C:13](=[O:23])[C:14]4([CH3:15])[CH2:16][CH2:17][CH:18]3[C:19]2([CH3:22])[CH2:20][CH2:21]1. Reactants: FC1=CC(=C(C=C1)C=1C2=C(N=C(N1)S(=O)(=O)C)N(C(C=C2)=O)C2=C(C=CC=C2)F)C (4-(4-fluoro-2-methyl-phenyl)-8-(2-fluoro-phenyl)-2-methanesulfonyl-8H-pyrido[2,3-d]pyrimidin-7-one), N[C@@H](CO)C ((R)-2-amino-1-propanol). Run in C1CCOC1 (THF). Conditions: time 18 hour. Yields the product FC1=CC(=C(C=C1)C=1C2=C(N=C(N1)N[C@@H](CO)C)N(C(C=C2)=O)C2=C(C=CC=C2)F)C ((R)-4-(4-fluoro-2-methylphenyl)-8-(2-fluorophenyl)-2-[(1-hydroxyprop-2-yl)amino]-8H-pyrido[2,3-d]pyrimidin-7-one). As a reaction SMILES: [F:1][C:2]1[CH:7]=[CH:6][C:5]([C:8]2[C:9]3[CH:21]=[CH:20][C:19](=[O:22])[N:18]([C:23]4[CH:28]=[CH:27][CH:26]=[CH:25][C:24]=4[F:29])[C:10]=3[N:11]=[C:12](S(C)(=O)=O)[N:13]=2)=[C:4]([CH3:30])[CH:3]=1.[NH2:31][C@H:32]([CH3:35])[CH2:33][OH:34]>C1COCC1>[F:1][C:2]1[CH:7]=[CH:6][C:5]([C:8]2[C:9]3[CH:21]=[CH:20][C:19](=[O:22])[N:18]([C:23]4[CH:28]=[CH:27][CH:26]=[CH:25][C:24]=4[F:29])[C:10]=3[N:11]=[C:12]([NH:31][C@H:32]([CH3:35])[CH2:33][OH:34])[N:13]=2)=[C:4]([CH3:30])[CH:3]=1. Procedure details: The product of Example 59 (200 mg, 0.47 mmol) and (R)-2-amino-1-propanol (75 mg, 1 mmol) were dissolved in THF (10 ml) and stirred under Ar at 23° for 18 h. The solvents were removed in vacuo, and the residue was partitioned between EtOAc and H2O. The organic phase was washed with H2O, satd aq NaCl, dried over anhyd Na2SO4, filtered and evaporated to give the crude product. Flash chromatography eluted with 0-20% EtOAc/CH2Cl2 gave the title compound as a off-white amorphous solid. mp 116-122°, LC... Reactants: CC1=CC=NC=2CC(CC(C12)=O)C1=C(C=CC=C1)C (4-methyl-7-(2-methylphenyl)-5,6,7,8-tetrahydroquinolin-5-one), C(=N)(N)NN.Cl (aminoguanidine hydrochloride), Cl (hydrochloric acid), O (water). The solvent is C(C)O (ethanol). The product is Cl.N(C(=N)N)N=C1C=2C(=CC=NC2CC(C1)C1=C(C=CC=C1)C)C (5-guanidinoimino-4-methyl-7-(2-methylphenyl)-5,6,7,8-tetrahydroquinoline hydrochloride). Yield: 97.5%. RXN SMILES: [CH3:1][C:2]1[C:11]2[C:10](=O)[CH2:9][CH:8]([C:13]3[CH:18]=[CH:17][CH:16]=[CH:15][C:14]=3[CH3:19])[CH2:7][C:6]=2[N:5]=[CH:4][CH:3]=1.[C:20]([NH:23][NH2:24])([NH2:22])=[NH:21].[ClH:25].Cl.O>C(O)C>[ClH:25].[NH:23]([N:24]=[C:10]1[CH2:9][CH:8]([C:13]2[CH:18]=[CH:17][CH:16]=[CH:15][C:14]=2[CH3:19])[CH2:7][C:6]2[N:5]=[CH:4][CH:3]=[C:2]([CH3:1])[C:11]1=2)[C:20]([NH2:22])=[NH:21] |f:1.2,6.7|. Procedure: A mixture of 4-methyl-7-(2-methylphenyl)-5,6,7,8-tetrahydroquinolin-5-one (0.30 g), aminoguanidine hydrochloride (0.14 g), concentrated hydrochloric acid (0.018 ml), water (0.018 ml) and ethanol (30 ml) was refluxed for 7 hours. Under reduced pressure, the solvent was evaporated, and the residue was dissolved in water. The solution was washed with ethyl acetate and concentrated under reduced pressure, and the residue was recrystallized from ethyl acetate-ethanol to give 5-guanidinoimino-4-methyl... Reactants: Cc1ccccc1, CCOC(C)=O, CCCCCC, O=C(OC(=O)C(F)(F)F)C(F)(F)F, [Na+], [OH-], O, O=C(O)CCSc1cccs1. Yields the product O=C1CCSc2sccc21. Reaction SMILES: [CH3:1][c:2]1[cH:3][cH:4][cH:5][cH:6][cH:7]1.[CH3:34][CH2:35][O:36][C:37](=[O:38])[CH3:39].[CH3:40][CH2:41][CH2:42][CH2:43][CH2:44][CH3:45].[F:19][C:20]([F:21])([F:22])[C:23]([O:24][C:25](=[O:26])[C:27]([F:28])([F:29])[F:30])=[O:31].[Na+:33].[OH-:32].[OH2:46].[s:8]1[c:9]([S:13][CH2:14][CH2:15][C:16](=[O:17])[OH:18])[cH:10][cH:11][cH:12]1>>[s:8]1[c:9]2[c:10]([cH:11][cH:12]1)[C:16](=[O:18])[CH2:15][CH2:14][S:13]2.